This data is from the Open Reaction Database (ORD), a public repository of structured organic reaction records. The task is: describe an organic reaction: reactants, conditions, products, and yield Starting materials: NC[C@@H]1N(CCC[C@@H]1C)C(=O)OCC=C (rac-cis-Allyl 2-(aminomethyl)-3-methylpiperidine-1-carboxylate), ClC1=NC=C(C=C1)C(F)(F)F (2-chloro-5-(trifluoromethyl)pyridine), C(=O)([O-])[O-].[Cs+].[Cs+] (Cs2CO3). Run in CN(C)C=O (DMF), CCOC(=O)C (EtOAc). Run at temperature 80 celsius, time 2 day. The product is C[C@@H]1[C@@H](N(CCC1)C(=O)OCC=C)CNC1=NC=C(C=C1)C(F)(F)F (rac-cis-Allyl 3-methyl-2-(((5-(trifluoromethyl)pyridin-2-yl)amino)methyl)piperidine-1-carboxylate). As a reaction SMILES: [NH2:1][CH2:2][C@H:3]1[C@@H:8]([CH3:9])[CH2:7][CH2:6][CH2:5][N:4]1[C:10]([O:12][CH2:13][CH:14]=[CH2:15])=[O:11].Cl[C:17]1[CH:22]=[CH:21][C:20]([C:23]([F:26])([F:25])[F:24])=[CH:19][N:18]=1.C([O-])([O-])=O.[Cs+].[Cs+]>CN(C=O)C.CCOC(C)=O>[CH3:9][C@H:8]1[CH2:7][CH2:6][CH2:5][N:4]([C:10]([O:12][CH2:13][CH:14]=[CH2:15])=[O:11])[C@H:3]1[CH2:2][NH:1][C:17]1[CH:22]=[CH:21][C:20]([C:23]([F:26])([F:25])[F:24])=[CH:19][N:18]=1 |f:2.3.4|. Procedure details: A mixture of rac-cis-Allyl 2-(aminomethyl)-3-methylpiperidine-1-carboxylate (1.36 g, 6.43 mmol), 2-chloro-5-(trifluoromethyl)pyridine (1.75 g, 9.645 mmol), and Cs2CO3 (4.2 g, 12.86 mmol) in DMF (20 mL) was stirred at 80° C. for 2 days. The reaction mixture was diluted with EtOAc and washed with brine. The organic layer was separated, dried with MgSO4 and concentrated in vacuo. The crude residue was purified by chromatography on silica gel (EtOAc/hex) to give the title compound. ESI-MS (m/z): 358...